From a dataset of the Open Reaction Database (ORD), a public repository of structured organic reaction records. describe an organic reaction: reactants, conditions, products, and yield The reactants are [OH-].[Na+] (NaOH), C(C1=CC=CC=C1)(=O)OC(C1=CC=CC=C1)=O (benzoic acid anhydride), Cl (HCl), O[C@@H](CC(=O)O)CCCCCCCCCCC ((3R)-3-hydroxy-tetradecanoic acid). Run in C1CCOC1 (THF). The product is C(C1=CC=CC=C1)(=O)O[C@@H](CC(=O)Cl)CCCCCCCCCCC ((3R)-3-benzoyloxy-tetradecanoyl chloride). The yield is 95.0%. RXN SMILES: [C:1]([O:9]C(=O)C1C=CC=CC=1)(=O)[C:2]1[CH:7]=[CH:6][CH:5]=[CH:4][CH:3]=1.[ClH:18].[OH:19][C@H:20]([CH2:25][CH2:26][CH2:27][CH2:28][CH2:29][CH2:30][CH2:31][CH2:32][CH2:33][CH2:34][CH3:35])[CH2:21][C:22]([OH:24])=O.[OH-].[Na+]>C1COCC1>[C:1]([O:19][C@H:20]([CH2:25][CH2:26][CH2:27][CH2:28][CH2:29][CH2:30][CH2:31][CH2:32][CH2:33][CH2:34][CH3:35])[CH2:21][C:22]([Cl:18])=[O:24])(=[O:9])[C:2]1[CH:7]=[CH:6][CH:5]=[CH:4][CH:3]=1 |f:3.4|. Procedure details: To a 20 L 3-neck round bottom flask equipped with a mechanical stirrer, nitrogen inlet, reflux condenser, heating mantle, vacuum system, and scrubber system for efficient removal of HCl and SO2 gases liberated during the reaction, is charged under nitrogen 15 moles of benzoic acid anhydride, 10 moles of concentrated anhydrous HCl in 4 L of THF, and 7.48 moles of the (3R)-3-hydroxy-tetradecanoic acid obtained from Example 1, above. The stirred mixture is placed under a N2 flow, which is vented to...